From a dataset of the Open Reaction Database (ORD), a public repository of structured organic reaction records. describe an organic reaction: reactants, conditions, products, and yield Starting materials: C[C@H](C1=CC=CC=C1)OC(=O)N1NC([C@H]([C@@H]1C1=CC=CC=C1)C1=CC=CC=C1)=O (1-[((R)-α-Methylbenzyl)oxycarbonyl]-trans-4,5-diphenyl-3-pyrazolidinone). Reagents/catalysts: [Pd] (Pd/C). Solvent: C1CCOC1 (THF). Conditions: time 15.5 hour. Yields the product C1(=CC=CC=C1)[C@@H]1C(NN[C@H]1C1=CC=CC=C1)=O ((+)-trans-4,5-Diphenyl-3-pyrazolidinone). Yield: 96.0%. Reaction SMILES: C[C@@H](OC([N:12]1[C@@H:16]([C:17]2[CH:22]=[CH:21][CH:20]=[CH:19][CH:18]=2)[C@H:15]([C:23]2[CH:28]=[CH:27][CH:26]=[CH:25][CH:24]=2)[C:14](=[O:29])[NH:13]1)=O)C1C=CC=CC=1>[Pd].C1COCC1>[C:23]1([C@H:15]2[C@H:16]([C:17]3[CH:18]=[CH:19][CH:20]=[CH:21][CH:22]=3)[NH:12][NH:13][C:14]2=[O:29])[CH:24]=[CH:25][CH:26]=[CH:27][CH:28]=1. Reported procedure: A thick-walled glass hydrogenation tube was charged with diastereomer B of 1-[((R)-α-methylbenzyl)oxycarbonyl]-trans-4,5-diphenyl-3-pyrazolidinone [from Example 139A/139B] (226 mg, 0.586 mmol), 15.0 mL THF and 5% Pd/C catalyst (112 mg) and was shaken on a Parr apparatus under an atmosphere of hydrogen at c. 50 psi pressure for 15.5 hr. The catalyst was filtered off using Celite and washed with THF. The tiltrate was evaporated in vacuo to obtain 134 mg (96%) of a white foam: 1H NMR (CDCl3) δ 3.99...